From a dataset of the Open Reaction Database (ORD), a public repository of structured organic reaction records. describe an organic reaction: reactants, conditions, products, and yield RXN SMILES: [CH2:3]([CH3:4])[O:5][C:6](=[O:7])[CH2:8][P:9](=[O:10])([O:11][CH2:12][CH3:13])[O:14][CH2:15][CH3:16].[CH3:34][O:35][CH2:36][CH2:37][O:38][CH3:39].[H-:1].[N+:17](=[O:18])([O-:19])[c:20]1[cH:21][cH:22][c:23]([C:24](=[O:25])[c:26]2[cH:27][cH:28][cH:29][cH:30][cH:31]2)[cH:32][cH:33]1.[Na+:2]>>[CH2:3]([CH3:4])[O:5][C:6](=[O:7])[CH:8]=[C:24]([c:23]1[cH:22][cH:21][c:20]([N+:17](=[O:18])[O-:19])[cH:33][cH:32]1)[c:26]1[cH:27][cH:28][cH:29][cH:30][cH:31]1. Starting materials: CCOC(=O)CP(=O)(OCC)OCC, COCCOC, [H-], O=C(c1ccccc1)c1ccc([N+](=O)[O-])cc1, [Na+]. Product: CCOC(=O)C=C(c1ccccc1)c1ccc([N+](=O)[O-])cc1. Reported procedure: The thiourea obtained from the reaction of 3-methoxyphenyl isothiocyanate (5.02 g, 30.4 mmol) with piperazine (13.01 g, 151 mmol) in refluxing t-BuOH was cyclized with K3Fe(CN)6 and subsequently deprotected with molten pyridinium hydrochloride at about 160° C. according to the procedure described for Preparation 84, but without the chromatographic separation of the 5- and 7- isomers. The resulting 2-(piperazinyl)-benzothiazol-5-ol and -7-ol mixture (2.35 g, 10 mmol) was dissolved in trifluoroace... Conditions: temperature 2.5 celsius, time 3 hour. RXN SMILES: Cl.[NH+]1C=CC=CC=1.N1(C2SC3C=CC([OH:23])=CC=3N=2)CCNCC1.FC(F)(F)C(OC(=O)C(F)(F)F)=O.[F:37][C:38]([F:58])([F:57])[C:39]([N:41]1[CH2:46][CH2:45][N:44]([C:47]2[S:48][C:49]3[CH:55]=[CH:54][C:53](O)=[CH:52][C:50]=3[N:51]=2)[CH2:43][CH2:42]1)=[O:40]>FC(F)(F)C(O)=O.CC(O)(C)C>[F:37][C:38]([F:58])([F:57])[C:39]([N:41]1[CH2:46][CH2:45][N:44]([C:47]2[S:48][C:49]3[C:55]([OH:23])=[CH:54][CH:53]=[CH:52][C:50]=3[N:51]=2)[CH2:43][CH2:42]1)=[O:40] |f:0.1|. Starting materials: N1(CCNCC1)C=1SC2=C(N1)C=C(C=C2)O (2-(piperazinyl)-benzothiazol-5-ol), mixture, K3Fe(CN)6, FC(C(=O)OC(C(F)(F)F)=O)(F)F (Trifluoroacetic anhydride), Cl.[NH+]1=CC=CC=C1 (pyridinium hydrochloride), FC(C(=O)N1CCN(CC1)C=1SC2=C(N1)C=C(C=C2)O)(F)F (2-(4-trifluoroacetylpiperazin-1-yl) benzothiazol-5-ol). Yields the product FC(C(=O)N1CCN(CC1)C=1SC2=C(N1)C=CC=C2O)(F)F (2-(4-trifluoroacetyl-piperazin-1-yl)benzothiazol-7-ol). Run in FC(C(=O)O)(F)F (trifluoroacetic acid), CC(C)(C)O (t-BuOH). Reactants: C(C)(C)(C)OC(=O)N1CCN(CC1)C1=CC(=CC=C1)OCCCN(CC(C1=CC=CC=C1)C1=CC=CC=C1)CC1=C(C(=CC=C1)C(F)(F)F)Cl (4-(3-{3-[(2-chloro-3-trifluoromethyl-benzyl)-diphenylethyl-amino]-propoxy}-phenyl)-piperazine-1-carboxylic acid tert-butyl ester), Cl (HCl). The solvent is CO (methanol). Run at time 18 hour. Product: Cl.ClC1=C(CN(CCCOC2=CC(=CC=C2)N2CCNCC2)CC(C2=CC=CC=C2)C2=CC=CC=C2)C=CC=C1C(F)(F)F ((2-Chloro-3-trifluoromethyl-benzyl)-(2,2-diphenyl-ethyl)-[3-(3-piperazin-1-yl-phenoxy)-propyl]-amine hydrochloride salt). As a reaction SMILES: C(OC([N:8]1[CH2:13][CH2:12][N:11]([C:14]2[CH:19]=[CH:18][CH:17]=[C:16]([O:20][CH2:21][CH2:22][CH2:23][N:24]([CH2:39][C:40]3[CH:45]=[CH:44][CH:43]=[C:42]([C:46]([F:49])([F:48])[F:47])[C:41]=3[Cl:50])[CH2:25][CH:26]([C:33]3[CH:38]=[CH:37][CH:36]=[CH:35][CH:34]=3)[C:27]3[CH:32]=[CH:31][CH:30]=[CH:29][CH:28]=3)[CH:15]=2)[CH2:10][CH2:9]1)=O)(C)(C)C.Cl>CO>[ClH:50].[Cl:50][C:41]1[C:42]([C:46]([F:48])([F:47])[F:49])=[CH:43][CH:44]=[CH:45][C:40]=1[CH2:39][N:24]([CH2:25][CH:26]([C:27]1[CH:28]=[CH:29][CH:30]=[CH:31][CH:32]=1)[C:33]1[CH:38]=[CH:37][CH:36]=[CH:35][CH:34]=1)[CH2:23][CH2:22][CH2:21][O:20][C:16]1[CH:17]=[CH:18][CH:19]=[C:14]([N:11]2[CH2:10][CH2:9][NH:8][CH2:13][CH2:12]2)[CH:15]=1 |f:3.4|. Procedure: A solution of 4-(3-{3-[(2-chloro-3-trifluoromethyl-benzyl)-diphenylethyl-amino]-propoxy}-phenyl)-piperazine-1-carboxylic acid tert-butyl ester (475 mg, 0.67 mmol) in a 1:1 mixture of 3M HCl (aq.) and methanol (30 mL total) was stirred at room temperature for 18 hours. The mixture was concentrated in vacuo, and the crude material was dissolved in EtOAc. The EtOAc solution was washed with saturated aqueous sodium bicarbonate solution (3×) and brine (1×), dried over sodium sulfate, and filtered. Th... Reactants: ClCCCCOC1=CC=C2C=CC(N(C2=C1)COC(C)=O)=O (Acetic acid 7-(4-chlorobutoxy)-2-oxo-2H-quinolin-1-ylmethyl ester), [I-].[Na+] (sodium iodide), [Cl-].[NH4+] (ammonium chloride), Cl.S1C2=C(C=C1)C(=CC=C2)N2CCNCC2 (1-benzo[b]thiophen-4-ylpiperazine hydrochloride), C([O-])([O-])=O.[K+].[K+] (potassium carbonate). The solvent is CN(C)C=O (DMF). Run at temperature 80 celsius, time 4 hour. Yields the product S1C2=C(C=C1)C(=CC=C2)N2CCN(CC2)CCCCOC2=CC=C1C=CC(N(C1=C2)COC(C)=O)=O (acetic acid 7-[4-(4-benzo[b]thiophen-4-ylpiperazin-1-yl)butoxy]-2-oxo-2H-quinolin-1-ylmethyl ester). The yield is 28.3%. Reaction SMILES: Cl[CH2:2][CH2:3][CH2:4][CH2:5][O:6][C:7]1[CH:16]=[C:15]2[C:10]([CH:11]=[CH:12][C:13](=[O:22])[N:14]2[CH2:17][O:18][C:19](=[O:21])[CH3:20])=[CH:9][CH:8]=1.Cl.[S:24]1[CH:28]=[CH:27][C:26]2[C:29]([N:33]3[CH2:38][CH2:37][NH:36][CH2:35][CH2:34]3)=[CH:30][CH:31]=[CH:32][C:25]1=2.C(=O)([O-])[O-].[K+].[K+].[I-].[Na+].[Cl-].[NH4+]>CN(C=O)C>[S:24]1[CH:28]=[CH:27][C:26]2[C:29]([N:33]3[CH2:38][CH2:37][N:36]([CH2:2][CH2:3][CH2:4][CH2:5][O:6][C:7]4[CH:16]=[C:15]5[C:10]([CH:11]=[CH:12][C:13](=[O:22])[N:14]5[CH2:17][O:18][C:19](=[O:21])[CH3:20])=[CH:9][CH:8]=4)[CH2:35][CH2:34]3)=[CH:30][CH:31]=[CH:32][C:25]1=2 |f:1.2,3.4.5,6.7,8.9|. Procedure: Acetic acid 7-(4-chlorobutoxy)-2-oxo-2H-quinolin-1-ylmethyl ester (299 mg), 1-benzo[b]thiophen-4-ylpiperazine hydrochloride (235 mg), potassium carbonate (319 mg) and sodium iodide (152 mg) were suspended in DMF (5 ml), and this was stirred at 70° C. for 3 hr and further at 80° C. for 4 hr. After cooling to room temperature, to the reaction mixture was added aqueous ammonium chloride solution, and the mixture was extracted with ethyl acetate, dried over sodium sulfate, and concentrated under red... Starting materials: O=C(N(Cc1ccnc2ccccc12)C1CCNC(Cc2ccccc2)C1)C(F)(F)F, ClCCl, N, O=C(O)c1ccc2ccccc2n1, O=S(Cl)Cl. Yields the product O=C(c1ccc2ccccc2n1)N1CCC(N(Cc2ccnc3ccccc23)C(=O)C(F)(F)F)CC1Cc1ccccc1. As a reaction SMILES: [CH2:18]([c:19]1[cH:20][cH:21][cH:22][cH:23][cH:24]1)[CH:25]1[NH:26][CH2:27][CH2:28][CH:29]([N:31]([C:32]([C:33]([F:34])([F:35])[F:36])=[O:37])[CH2:38][c:39]2[cH:40][cH:41][n:42][c:43]3[cH:44][cH:45][cH:46][cH:47][c:48]23)[CH2:30]1.[CH2:50]([Cl:51])[Cl:52].[NH3:49].[OH:1][C:2](=[O:3])[c:4]1[cH:5][cH:6][c:7]2[cH:8][cH:9][cH:10][cH:11][c:12]2[n:13]1.[S:14]([Cl:15])([Cl:16])=[O:17]>>[C:2](=[O:3])([c:4]1[cH:5][cH:6][c:7]2[cH:8][cH:9][cH:10][cH:11][c:12]2[n:13]1)[N:26]1[CH:25]([CH2:18][c:19]2[cH:20][cH:21][cH:22][cH:23][cH:24]2)[CH2:30][CH:29]([N:31]([C:32]([C:33]([F:34])([F:35])[F:36])=[O:37])[CH2:38][c:39]2[cH:40][cH:41][n:42][c:43]3[cH:44][cH:45][cH:46][cH:47][c:48]23)[CH2:28][CH2:27]1.